From a dataset of the Open Reaction Database (ORD), a public repository of structured organic reaction records. describe an organic reaction: reactants, conditions, products, and yield Reactants: CCOC(=O)Cl, C1CCCCC1, [Li]C(C)CC, [Cl-], Cc1cc2c(Cl)ccnc2n1[Si](C(C)C)(C(C)C)C(C)C, [NH4+], C1CCOC1. Yields the product CCOC(=O)c1cnc2c(cc(C)n2[Si](C(C)C)(C(C)C)C(C)C)c1Cl. As a reaction SMILES: [C:33]([O:34][CH2:35][CH3:36])(=[O:37])[Cl:38].[CH2:22]1[CH2:23][CH2:24][CH2:25][CH2:26][CH2:27]1.[CH:28]([Li:29])([CH2:30][CH3:31])[CH3:32].[Cl-:39].[Cl:1][c:2]1[c:3]2[c:4]([n:5][cH:6][cH:7]1)[n:8]([Si:12]([CH:13]([CH3:14])[CH3:15])([CH:16]([CH3:17])[CH3:18])[CH:19]([CH3:20])[CH3:21])[c:9]([CH3:11])[cH:10]2.[NH4+:40].[O:41]1[CH2:42][CH2:43][CH2:44][CH2:45]1>>[Cl:1][c:2]1[c:3]2[c:4]([n:5][cH:6][c:7]1[C:33]([O:34][CH2:35][CH3:36])=[O:37])[n:8]([Si:12]([CH:13]([CH3:14])[CH3:15])([CH:16]([CH3:17])[CH3:18])[CH:19]([CH3:20])[CH3:21])[c:9]([CH3:11])[cH:10]2. Starting materials: O=C(Cl)OCc1ccccc1, COc1ccc(C2Sc3cc(Cl)ccc3N(CCN(C)Cc3ccccc3)C(=O)C2O)cc1, c1ccccc1. Product: COc1ccc(C2Sc3cc(Cl)ccc3N(CCN(C)C(=O)OCc3ccccc3)C(=O)C2O)cc1. As a reaction SMILES: [CH2:34]([c:35]1[cH:36][cH:37][cH:38][cH:39][cH:40]1)[O:41][C:42](=[O:43])[Cl:44].[CH3:1][O:2][c:3]1[cH:4][cH:5][c:6]([CH:9]2[S:10][c:11]3[c:12]([cH:29][cH:30][c:31]([Cl:33])[cH:32]3)[N:13]([CH2:18][CH2:19][N:20]([CH3:21])[CH2:22][c:23]3[cH:24][cH:25][cH:26][cH:27][cH:28]3)[C:14](=[O:17])[CH:15]2[OH:16])[cH:7][cH:8]1.[cH:45]1[cH:46][cH:47][cH:48][cH:49][cH:50]1>>[CH3:1][O:2][c:3]1[cH:4][cH:5][c:6]([CH:9]2[S:10][c:11]3[c:12]([cH:29][cH:30][c:31]([Cl:33])[cH:32]3)[N:13]([CH2:18][CH2:19][N:20]([CH3:21])[C:42]([O:41][CH2:34][c:35]3[cH:36][cH:37][cH:38][cH:39][cH:40]3)=[O:43])[C:14](=[O:17])[CH:15]2[OH:16])[cH:7][cH:8]1. Starting materials: CC(C)(C)c1ccc(-c2nc(-c3ccc(C(C)(C)C)cc3)nc(-c3ccc(O)cc3O)n2)cc1, O=C([O-])[O-], CC(C)=O, CCOC(=O)CCl, [I-], [K+], [K+], [K+]. As a reaction SMILES: [C:1]([CH3:2])([CH3:3])([CH3:4])[c:5]1[cH:6][cH:7][c:8](-[c:11]2[n:12][c:13](-[c:27]3[c:28]([OH:34])[cH:29][c:30]([OH:33])[cH:31][cH:32]3)[n:14][c:15](-[c:17]3[cH:18][cH:19][c:20]([C:23]([CH3:24])([CH3:25])[CH3:26])[cH:21][cH:22]3)[n:16]2)[cH:9][cH:10]1.[C:35](=[O:36])([O-:37])[O-:38].[CH3:50][C:51](=[O:52])[CH3:53].[Cl:43][CH2:44][C:45](=[O:46])[O:47][CH2:48][CH3:49].[I-:42].[K+:39].[K+:40].[K+:41]>>[C:1]([CH3:2])([CH3:3])([CH3:4])[c:5]1[cH:6][cH:7][c:8](-[c:11]2[n:12][c:13](-[c:27]3[c:28]([OH:34])[cH:29][c:30]([O:33][CH2:44][C:45](=[O:46])[O:47][CH2:48][CH3:49])[cH:31][cH:32]3)[n:14][c:15](-[c:17]3[cH:18][cH:19][c:20]([C:23]([CH3:24])([CH3:25])[CH3:26])[cH:21][cH:22]3)[n:16]2)[cH:9][cH:10]1. Product: CCOC(=O)COc1ccc(-c2nc(-c3ccc(C(C)(C)C)cc3)nc(-c3ccc(C(C)(C)C)cc3)n2)c(O)c1. Starting materials: COC([C@H](CNC(=O)OC(C)(C)C)NC(=O)C=1SC(=CC1C#N)C(NCC1=C2C=NNC2=CC=C1)=O)=O ((S)-3-tert-Butoxycarbonylamino-2-({3-cyano-5-[(1H-indazol-4-ylmethyl)-carbamoyl]-thiophene-2-carbonyl}-amino)-propionic acid methyl ester), Cl (Hydrogen Chloride). Solvent: O1CCOCC1 (Dioxane), CO (MeOH). The product is Cl.COC([C@H](CN)NC(=O)C=1SC(=CC1C#N)C(NCC1=C2C=NNC2=CC=C1)=O)=O ((S)-3-Amino-2-({3-cyano-5-[(1H-indazol-4-ylmethyl)-carbamoyl]-thiophene-2-carbonyl}-amino)-propionic acid methyl ester hydrochloride). As a reaction SMILES: [CH3:1][O:2][C:3](=[O:37])[C@@H:4]([NH:14][C:15]([C:17]1[S:18][C:19]([C:24](=[O:36])[NH:25][CH2:26][C:27]2[CH:35]=[CH:34][CH:33]=[C:32]3[C:28]=2[CH:29]=[N:30][NH:31]3)=[CH:20][C:21]=1[C:22]#[N:23])=[O:16])[CH2:5][NH:6]C(OC(C)(C)C)=O.[ClH:38]>O1CCOCC1.CO>[ClH:38].[CH3:1][O:2][C:3](=[O:37])[C@@H:4]([NH:14][C:15]([C:17]1[S:18][C:19]([C:24](=[O:36])[NH:25][CH2:26][C:27]2[CH:35]=[CH:34][CH:33]=[C:32]3[C:28]=2[CH:29]=[N:30][NH:31]3)=[CH:20][C:21]=1[C:22]#[N:23])=[O:16])[CH2:5][NH2:6] |f:4.5|. Reported procedure: A solution of (S)-3-tert-Butoxycarbonylamino-2-({3-cyano-5-[(1H-indazol-4-ylmethyl)-carbamoyl]-thiophene-2-carbonyl}-amino)-propionic acid methyl ester (0.2008 g, 0.38 mmol)) and 4.0M Hydrogen Chloride in Dioxane (10 mL) and MeOH (3 ml) was stirred at room temperature 1.5 h and evaporated to give crude product which was used without further purification. Reactants: ClC1=C(OC=2C=C(C=CC2)C(C)=O)C=CC(=C1)NC=1C2=C(N=CN1)C=CN2CCOCCO (1-{3-[2-chloro-4-({5-[2-(2-hydroxyethoxy)ethyl]-5H-pyrrolo[3,2-d]pyrimidin-4-yl}amino)phenoxy]phenyl}ethanone), [BH4-].[Na+] (sodium borohydride), O (Water). Run in CO (methanol). Conditions: time 2 hour. Yields the product ClC1=C(OC=2C=C(C=CC2)C(C)O)C=CC(=C1)NC=1C2=C(N=CN1)C=CN2CCOCCO (1-{3-[2-chloro-4-({5-[2-(2-hydroxyethoxy)ethyl]-5H-pyrrolo[3,2-d]pyrimidin-4-yl}amino)phenoxy]phenyl}ethanol). Isolated yield 96.2%. Reaction SMILES: [Cl:1][C:2]1[CH:17]=[C:16]([NH:18][C:19]2[C:20]3[N:27]([CH2:28][CH2:29][O:30][CH2:31][CH2:32][OH:33])[CH:26]=[CH:25][C:21]=3[N:22]=[CH:23][N:24]=2)[CH:15]=[CH:14][C:3]=1[O:4][C:5]1[CH:6]=[C:7]([C:11](=[O:13])[CH3:12])[CH:8]=[CH:9][CH:10]=1.[BH4-].[Na+].O>CO>[Cl:1][C:2]1[CH:17]=[C:16]([NH:18][C:19]2[C:20]3[N:27]([CH2:28][CH2:29][O:30][CH2:31][CH2:32][OH:33])[CH:26]=[CH:25][C:21]=3[N:22]=[CH:23][N:24]=2)[CH:15]=[CH:14][C:3]=1[O:4][C:5]1[CH:6]=[C:7]([CH:11]([OH:13])[CH3:12])[CH:8]=[CH:9][CH:10]=1 |f:1.2|. Reported procedure: To a solution of 1-{3-[2-chloro-4-({5-[2-(2-hydroxyethoxy)ethyl]-5H-pyrrolo[3,2-d]pyrimidin-4-yl}amino)phenoxy]phenyl}ethanone (233 mg) in methanol (5 mL) was added sodium borohydride (38 mg), and the mixture was stirred at room temperature for 2 hrs. Water was added to the reaction mixture and the mixture was extracted with ethyl acetate. The ethyl acetate layer washed with saturated brine and dried over anhydrous magnesium sulfate. The solvent was evaporated under reduced pressure, and the obt...